Dataset: the Open Reaction Database (ORD), a public repository of structured organic reaction records. Task: describe an organic reaction: reactants, conditions, products, and yield The reactants are C(#N)[C@@]1(C(N(CC1)C1=NC(=NC=C1)NC1=CC=C(C=C1)C1(CCOCC1)C(=O)OC(C)(C)C)=O)C(C)C (tert-butyl 4-(4-((4-((3S)-3-cyano-3-isopropyl-2-oxopyrrolidin-1-yl)pyrimidin-2-yl)amino)phenyl)tetrahydro-2H-pyran-4-carboxylate), Cl (hydrochloric acid). Solvent: O (water). Run at temperature 100 celsius, time 1 hour. The product is Cl.C(#N)[C@@]1(C(N(CC1)C1=NC(=NC=C1)NC1=CC=C(C=C1)C1(CCOCC1)C(=O)O)=O)C(C)C (4-(4-((4-((3S)-3-cyano-3-isopropyl-2-oxopyrrolidin-1-yl) pyrimidin-2-yl)amino)phenyl)tetrahydro-2H-pyran-4-carboxylic acid hydrochloride). As a reaction SMILES: [C:1]([C@@:3]1([CH:35]([CH3:37])[CH3:36])[CH2:7][CH2:6][N:5]([C:8]2[CH:13]=[CH:12][N:11]=[C:10]([NH:14][C:15]3[CH:20]=[CH:19][C:18]([C:21]4([C:27]([O:29]C(C)(C)C)=[O:28])[CH2:26][CH2:25][O:24][CH2:23][CH2:22]4)=[CH:17][CH:16]=3)[N:9]=2)[C:4]1=[O:34])#[N:2].[ClH:38]>O>[ClH:38].[C:1]([C@@:3]1([CH:35]([CH3:37])[CH3:36])[CH2:7][CH2:6][N:5]([C:8]2[CH:13]=[CH:12][N:11]=[C:10]([NH:14][C:15]3[CH:16]=[CH:17][C:18]([C:21]4([C:27]([OH:29])=[O:28])[CH2:22][CH2:23][O:24][CH2:25][CH2:26]4)=[CH:19][CH:20]=3)[N:9]=2)[C:4]1=[O:34])#[N:2] |f:3.4|. Reported procedure: To a suspension of tert-butyl 4-(4-((4-((3S)-3-cyano-3-isopropyl-2-oxopyrrolidin-1-yl)pyrimidin-2-yl)amino)phenyl)tetrahydro-2H-pyran-4-carboxylate (30 mg) obtained in Example 299 in water (5.0 mL) was added 2 M hydrochloric acid (3.0 mL), and the mixture was stirred at 100° C. for 1 hr. The solvent was evaporated under reduced pressure, and the residue was crystallized (diisopropyl ether/ethyl acetate) to give the title compound (7.5 mg).